From a dataset of the Open Reaction Database (ORD), a public repository of structured organic reaction records. describe an organic reaction: reactants, conditions, products, and yield Starting materials: C(C)(=S)[O-].[K+] (potassium thioacetate), C(C)(C)(C)OC(CCN1CC(OCC1)C1=CC=C(C=C1)OS(=O)(=O)C(F)(F)F)=O (3-[2-(4-trifluoromethanesulfonyloxy-phenyl)-morpholin-4-yl]-propionic acid tert-butyl ester), (2R)-1-[(1R)-1-[bis(1,1-dimethylethyl)phosphino]-ethyl]-2-(dicyclohexylphosphino)ferrocene. The reagents and catalysts are C=1C=CC(=CC1)/C=C/C(=O)/C=C/C2=CC=CC=C2.C=1C=CC(=CC1)/C=C/C(=O)/C=C/C2=CC=CC=C2.C=1C=CC(=CC1)/C=C/C(=O)/C=C/C2=CC=CC=C2.[Pd].[Pd] (Pd2dba3). The solvent is C(Cl)Cl (CH2Cl2), C1(=CC=CC=C1)C (toluene). Run at time 5 minute. The product is C(C)(C)(C)OC(CCN1CC(OCC1)C1=CC=C(C=C1)SC(C)=O)=O (3-[2-(4-Acetylsulfanyl-phenyl)-morpholin-4-yl]-propionic acid tert-butyl ester). Isolated yield 80.2%. Reaction SMILES: [C:1]([O:5][C:6](=[O:29])[CH2:7][CH2:8][N:9]1[CH2:14][CH2:13][O:12][CH:11]([C:15]2[CH:20]=[CH:19][C:18](OS(C(F)(F)F)(=O)=O)=[CH:17][CH:16]=2)[CH2:10]1)([CH3:4])([CH3:3])[CH3:2].[C:30]([O-:33])(=[S:32])[CH3:31].[K+]>C1(C)C=CC=CC=1.C(Cl)Cl.C1C=CC(/C=C/C(/C=C/C2C=CC=CC=2)=O)=CC=1.C1C=CC(/C=C/C(/C=C/C2C=CC=CC=2)=O)=CC=1.C1C=CC(/C=C/C(/C=C/C2C=CC=CC=2)=O)=CC=1.[Pd].[Pd]>[C:1]([O:5][C:6](=[O:29])[CH2:7][CH2:8][N:9]1[CH2:14][CH2:13][O:12][CH:11]([C:15]2[CH:16]=[CH:17][C:18]([S:32][C:30](=[O:33])[CH3:31])=[CH:19][CH:20]=2)[CH2:10]1)([CH3:2])([CH3:3])[CH3:4] |f:1.2,5.6.7.8.9|. Reported procedure: To a degassed solution of 3-[2-(4-trifluoromethanesulfonyloxy-phenyl)-morpholin-4-yl]-propionic acid tert-butyl ester (2.55 g; 5.80 mmol) in toluene (50 mL) was added Pd2dba3 (0.27 g; 0.29 mmol) and (2R)-1-[(1R)-1-[bis(1,1-dimethylethyl)phosphino]-ethyl]-2-(dicyclohexylphosphino)ferrocene (0.32 g; 0.58 mmol), followed, after 5 min. by, potassium thioacetate (1.33 g; 11.6 mmol). The resulting mixture was heated under reflux overnight. After cooling to RT the mixture was diluted with CH2Cl2, filte... RXN SMILES: S(=O)(=O)(O)O.COCCOC[O:12][CH:13]([C:28]1[CH:33]=[CH:32][CH:31]=[CH:30][CH:29]=1)[CH2:14][CH2:15][S:16]([C:19]1[S:23][C:22]([S:24]([NH2:27])(=[O:26])=[O:25])=[CH:21][CH:20]=1)(=[O:18])=[O:17]>O.CO>[OH:12][CH:13]([C:28]1[CH:29]=[CH:30][CH:31]=[CH:32][CH:33]=1)[CH2:14][CH2:15][S:16]([C:19]1[S:23][C:22]([S:24]([NH2:27])(=[O:26])=[O:25])=[CH:21][CH:20]=1)(=[O:18])=[O:17]. Run in O (water), O (Water), CO (methanol). Isolated yield 105.9%. Yields the product OC(CCS(=O)(=O)C1=CC=C(S1)S(=O)(=O)N)C1=CC=CC=C1 (5-(3-Hydroxy-3-phenylpropylsulfonyl)thiophene-2-sulfonamide). Run at time 1 hour. Procedure: To a solution of sulfuric acid (76.7 ml) in water (76.7 ml), cooled to 0° C. was added a solution of compound from Step F (5.2 g, 11.5 mmol) in methanol (76.7 ml) and the reaction mixture was stirred at room temperature for 1 hour. Water was added, extracted with ethyl acetate and the organic layers were washed with saturated NaaHCO3 solution and brine. Drying and solvent evaporation gave an oil (4.4 g) and column chromatography (silica gel, 40% ethyl acetate-hexane) gave a solid product (2.3 g,... Starting materials: S(O)(O)(=O)=O (sulfuric acid), COCCOCOC(CCS(=O)(=O)C1=CC=C(S1)S(=O)(=O)N)C1=CC=CC=C1 (5-(3-Methoxyethoxymethoxy-3-phenylpropylsulfonyl)thiophene-2-sulfonamide).